From a dataset of the Open Reaction Database (ORD), a public repository of structured organic reaction records. describe an organic reaction: reactants, conditions, products, and yield As a reaction SMILES: [C:1]([CH3:2])([CH3:3])([CH3:4])[NH:5][C:6]([c:7]1[cH:8][c:9]([CH2:13][Cl:14])[cH:10][cH:11][cH:12]1)=[O:15].[CH2:29]([N:30]([CH:31]([CH3:32])[CH3:33])[CH:34]([CH3:35])[CH3:36])[CH3:37].[CH3:38][S:39](=[O:40])[CH3:41].[CH3:42][CH2:43][O:44][C:45](=[O:46])[CH3:47].[N:16]1([C:22](=[O:23])[O:24][C:25]([CH3:26])([CH3:27])[CH3:28])[CH2:17][CH2:18][NH:19][CH2:20][CH2:21]1>>[C:1]([CH3:2])([CH3:3])([CH3:4])[NH:5][C:6]([c:7]1[cH:8][c:9]([CH2:13][N:19]2[CH2:18][CH2:17][N:16]([C:22](=[O:23])[O:24][C:25]([CH3:26])([CH3:27])[CH3:28])[CH2:21][CH2:20]2)[cH:10][cH:11][cH:12]1)=[O:15]. Product: CC(C)(C)NC(=O)c1cccc(CN2CCN(C(=O)OC(C)(C)C)CC2)c1. Reactants: CC(C)(C)NC(=O)c1cccc(CCl)c1, CCN(C(C)C)C(C)C, CS(C)=O, CCOC(C)=O, CC(C)(C)OC(=O)N1CCNCC1. The reactants are COc1ccccc1Oc1c(Cl)nc(-c2ccncc2)nc1Cl, N, C1COCCO1. The product is COc1ccccc1Oc1c(N)nc(-c2ccncc2)nc1Cl. RXN SMILES: [Cl:1][c:2]1[n:3][c:4](-[c:18]2[cH:19][cH:20][n:21][cH:22][cH:23]2)[n:5][c:6]([Cl:17])[c:7]1[O:8][c:9]1[c:10]([O:15][CH3:16])[cH:11][cH:12][cH:13][cH:14]1.[NH3:24].[O:25]1[CH2:26][CH2:27][O:28][CH2:29][CH2:30]1>>[Cl:1][c:2]1[n:3][c:4](-[c:18]2[cH:19][cH:20][n:21][cH:22][cH:23]2)[n:5][c:6]([NH2:24])[c:7]1[O:8][c:9]1[c:10]([O:15][CH3:16])[cH:11][cH:12][cH:13][cH:14]1. Reactants: ClC1=CC=C(CN2C(=CC3=CC=CC=C23)C(=O)OCC)C=C1 (Ethyl 1-(4-chlorobenzyl)-1H-indole-2-carboxylate), [OH-].[Li+] (lithium hydroxide). Solvent: C1CCOC1 (THF), O (water), O (water). Run at temperature 60 celsius. The product is ClC1=CC=C(CN2C(=CC3=CC=CC=C23)C(=O)O)C=C1 (1-(4-chlorobenzyl)-1H-indole-2-carboxylic acid). RXN SMILES: [Cl:1][C:2]1[CH:22]=[CH:21][C:5]([CH2:6][N:7]2[C:15]3[C:10](=[CH:11][CH:12]=[CH:13][CH:14]=3)[CH:9]=[C:8]2[C:16]([O:18]CC)=[O:17])=[CH:4][CH:3]=1.[OH-].[Li+]>C1COCC1.O>[Cl:1][C:2]1[CH:3]=[CH:4][C:5]([CH2:6][N:7]2[C:15]3[C:10](=[CH:11][CH:12]=[CH:13][CH:14]=3)[CH:9]=[C:8]2[C:16]([OH:18])=[O:17])=[CH:21][CH:22]=1 |f:1.2|. Procedure: Ethyl 1-(4-chlorobenzyl)-1H-indole-2-carboxylate (2.00 g, 6.37 mmol) and lithium hydroxide (1.53 g, 63.7 mmol) were dissolved in THF:water (10 mL: 20 mL). The reaction was heated at 60° C. overnight. The reaction was cooled and further diluted with water. The reaction was transferred into a separatory funnel and was washed with diethyl ether. The aqueous layer was acidified using 2N HCl to pH 2 where a white solid formed. The suspension was returned to the separatory funnel and was washed with e... RXN SMILES: [C:38]([O:39][BH-:40]([O:41][C:42](=[O:43])[CH3:44])[O:45][C:46](=[O:47])[CH3:48])(=[O:49])[CH3:50].[CH3:34][C:35](=[O:36])[OH:37].[CH3:52][N:53]([CH3:54])[CH:55]=[O:56].[F:22][C:23]([c:24]1[cH:25][cH:26][c:27]([CH:28]=[O:29])[cH:30][cH:31]1)([F:32])[F:33].[Na+:51].[n:1]1(-[c:6]2[n:7][c:8]([CH3:21])[cH:9][c:10]([CH2:12][NH:13][C:14](=[O:15])[CH:16]3[NH:17][CH2:18][CH2:19][CH2:20]3)[n:11]2)[cH:2][n:3][cH:4][cH:5]1>>[n:1]1(-[c:6]2[n:7][c:8]([CH3:21])[cH:9][c:10]([CH2:12][NH:13][C:14](=[O:15])[CH:16]3[N:17]([CH2:28][c:27]4[cH:26][cH:25][c:24]([C:23]([F:22])([F:32])[F:33])[cH:31][cH:30]4)[CH2:18][CH2:19][CH2:20]3)[n:11]2)[cH:2][n:3][cH:4][cH:5]1. Reactants: CC(=O)O[BH-](OC(C)=O)OC(C)=O, CC(=O)O, CN(C)C=O, O=Cc1ccc(C(F)(F)F)cc1, [Na+], Cc1cc(CNC(=O)C2CCCN2)nc(-n2ccnc2)n1. Product: Cc1cc(CNC(=O)C2CCCN2Cc2ccc(C(F)(F)F)cc2)nc(-n2ccnc2)n1.